The task is: describe an organic reaction: reactants, conditions, products, and yield. This data is from the Open Reaction Database (ORD), a public repository of structured organic reaction records. The reactants are OC[C@@H]1O[C@@H](OC[C@@H]1C\C=C/CCCC(=O)OC)C ((2R,4R,5S)-4-hydroxymethyl-5-[(Z) -6-methoxycarbonyl-2-hexenyl]-2-methyl-1,3-dioxane), [H-].[Na+] (sodium hydride), Cl.N1=C(C=CC=C1)CCl (2-picolyl chloride hydrochloride). The solvent is CN(C=O)C (N,N-dimethylformamide). Reaction conditions: time 8 hour. Product: COC(=O)CCC\C=C/C[C@@H]1[C@@H](O[C@@H](OC1)C)COCC1=NC=CC=C1 ((2R,4R,5S)-5-[(Z)-6-methoxycarbonyl-2-hexenyl]-2-methyl -4-(2-pyridylmethoxymethyl)-1,3-dioxane). Yield: 82.5%. As a reaction SMILES: [OH:1][CH2:2][C@H:3]1[C@@H:8]([CH2:9]/[CH:10]=[CH:11]\[CH2:12][CH2:13][CH2:14][C:15]([O:17][CH3:18])=[O:16])[CH2:7][O:6][C@@H:5]([CH3:19])[O:4]1.[H-].[Na+].Cl.[N:23]1[CH:28]=[CH:27][CH:26]=[CH:25][C:24]=1[CH2:29]Cl>CN(C)C=O>[CH3:18][O:17][C:15]([CH2:14][CH2:13][CH2:12]/[CH:11]=[CH:10]\[CH2:9][C@H:8]1[CH2:7][O:6][C@@H:5]([CH3:19])[O:4][C@H:3]1[CH2:2][O:1][CH2:29][C:24]1[CH:25]=[CH:26][CH:27]=[CH:28][N:23]=1)=[O:16] |f:1.2,3.4|. Reported procedure: To a solution of (2R,4R,5S)-4-hydroxymethyl-5-[(Z) -6-methoxycarbonyl-2-hexenyl]-2-methyl-1,3-dioxane (272 mg) in N,N-dimethylformamide (10 ml) were added sodium hydride (80 mg, 60% in oil) and 2-picolyl chloride hydrochloride (110 mg) and the mixture was stirred at room temperature overnight. The reaction mixture was quenched with saturated aqueous ammonium chloride and the resulting solution was extracted with ethyl acetate. The organic layer was washed with brine and dried over magnesium sulf... Product: ClC1=NC=C(C(=O)NC2=CC=C(C=C2)OC(F)(F)F)C=C1I (6-Chloro-5-iodo-N-(4-(trifluoromethoxy)phenyl)nicotinamide). RXN SMILES: O=S(Cl)Cl.[Cl:5][C:6]1[C:14]([I:15])=[CH:13][C:9]([C:10]([OH:12])=O)=[CH:8][N:7]=1.[F:16][C:17]([F:27])([F:26])[O:18][C:19]1[CH:25]=[CH:24][C:22]([NH2:23])=[CH:21][CH:20]=1.CCN(C(C)C)C(C)C>C1(C)C=CC=CC=1.C1COCC1.CN(C=O)C>[Cl:5][C:6]1[C:14]([I:15])=[CH:13][C:9]([C:10]([NH:23][C:22]2[CH:24]=[CH:25][C:19]([O:18][C:17]([F:16])([F:26])[F:27])=[CH:20][CH:21]=2)=[O:12])=[CH:8][N:7]=1. Conditions: temperature 80 celsius, time 1 hour. Solvent: C1CCOC1 (THF), C1(=CC=CC=C1)C (toluene), CN(C)C=O (DMF). Procedure details: DMF (0.13 mL) and SOCl2 (0.734 mL, 10.05 mmol) were added to a mixture of 6-chloro-5-iodonicotinic acid (1.00 g, 3.35 mmol) and 4-(trifluoromethoxy)aniline (0.623 mg, 3.52 mmol) in toluene (7 mL) and the RM was stirred at 80° C. for 1 h. The solvent was evaporated off under reduced pressure and under argon the residue was dissolved in THF (7.00 mL) and DIPEA (1.17 mL, 6.7 mmol), cooled to −15° C. treated dropwise with a solution of 4-(trifluoromethoxy)aniline (0.476 mL, 3.52 mmol) in THF (7.00 m... Starting materials: CCN(C(C)C)C(C)C (DIPEA), FC(OC1=CC=C(N)C=C1)(F)F (4-(trifluoromethoxy)aniline), O=S(Cl)Cl (SOCl2), ClC1=NC=C(C(=O)O)C=C1I (6-chloro-5-iodonicotinic acid), FC(OC1=CC=C(N)C=C1)(F)F (4-(trifluoromethoxy)aniline).